Dataset: the Open Reaction Database (ORD), a public repository of structured organic reaction records. Task: describe an organic reaction: reactants, conditions, products, and yield Starting materials: ClCc1ccc2cc(Br)ccc2c1, [C-]#N, CC#N, [Na+]. Product: N#CCc1ccc2cc(Br)ccc2c1. Reaction SMILES: [Br:1][c:2]1[cH:3][c:4]2[cH:5][cH:6][c:7]([CH2:12][Cl:13])[cH:8][c:9]2[cH:10][cH:11]1.[C-:14]#[N:15].[CH3:17][C:18]#[N:19].[Na+:16]>>[Br:1][c:2]1[cH:3][c:4]2[cH:5][cH:6][c:7]([CH2:12][C:14]#[N:15])[cH:8][c:9]2[cH:10][cH:11]1.